This data is from the Open Reaction Database (ORD), a public repository of structured organic reaction records. The task is: describe an organic reaction: reactants, conditions, products, and yield The reactants are C(=O)=O (dry ice), [Cl-].[NH4+] (ammonium chloride), CC(C#C/C=C/CN(C)CC1=C(C=CC(=C1)Br)C)(C)C (trans-N-(6,6-Dimethyl-2-hepten-4-ynyl)-N-methyl-(5-bromo-2-methylbenzyl)amine), C(CCC)[Li] (n-butyl lithium), CCCCCC (n-hexane). Solvent: CC(=O)C (acetone), CC(=O)C (acetone), O1CCCC1 (tetrahydrofuran). Conditions: time 5 minute. Product: CC(C#C/C=C/CN(C)CC=1C=C(C=CC1C)C(C)(C)O)(C)C (trans-2-[3-{N-(6,6-Dimethyl-2-hepten-4-ynyl)-N-methylaminomethyl}-4-methylphenyl]-2-propanol). The yield is 50.4%. As a reaction SMILES: [CH3:1][C:2]([CH3:20])([CH3:19])[C:3]#[C:4]/[CH:5]=[CH:6]/[CH2:7][N:8]([CH2:10][C:11]1[CH:16]=[C:15](Br)[CH:14]=[CH:13][C:12]=1[CH3:18])[CH3:9].C(=O)=[O:22].[CH2:24]([Li])[CH2:25][CH2:26]C.CCCCCC.[Cl-].[NH4+]>O1CCCC1.CC(C)=O>[CH3:1][C:2]([CH3:20])([CH3:19])[C:3]#[C:4]/[CH:5]=[CH:6]/[CH2:7][N:8]([CH2:10][C:11]1[CH:16]=[C:15]([C:25]([OH:22])([CH3:26])[CH3:24])[CH:14]=[CH:13][C:12]=1[CH3:18])[CH3:9] |f:4.5|. Reported procedure: Compound 32 (1.10 g) was dissolved in tetrahydrofuran (10 ml), and the solution was cooled to −78° C. by use of a mixture of dry ice and acetone solvent. n-butyl lithium in n-hexane (1.63 M: 2.1 ml; 1.04 eq) was slowly added dropwise to the mixture, and stirred for 5 minutes, followed by dropwise addition of acetone (290 μl; 1.2 eq). The mixture was stirred for 15 minutes, and gradually brought to room temperature. Saturated aqueous ammonium chloride solution was added dropwise to the mixture, a... The reactants are CCO, CCOC(=O)c1cc2c(=O)n(C3CCCC3)c3ccccc3n2c1, O. Product: O=C(O)c1cc2c(=O)n(C3CCCC3)c3ccccc3n2c1. Reaction SMILES: [CH2:26]([OH:27])[CH3:28].[CH:1]1([n:6]2[c:7](=[O:24])[c:8]3[n:9]([c:10]4[cH:11][cH:12][cH:13][cH:14][c:15]24)[cH:16][c:17]([C:19](=[O:20])[O:21][CH2:22][CH3:23])[cH:18]3)[CH2:2][CH2:3][CH2:4][CH2:5]1.[OH2:25]>>[CH:1]1([n:6]2[c:7](=[O:24])[c:8]3[n:9]([c:10]4[cH:11][cH:12][cH:13][cH:14][c:15]24)[cH:16][c:17]([C:19](=[O:20])[OH:21])[cH:18]3)[CH2:2][CH2:3][CH2:4][CH2:5]1.